The task is: describe an organic reaction: reactants, conditions, products, and yield. This data is from the Open Reaction Database (ORD), a public repository of structured organic reaction records. Starting materials: C(C)OC(=O)C1=NC=2N(C(=C1)O)C(=NN2)C (7-ethoxycarbonyl-5-hydroxy-3-methyl-s-triazolo[4,3-a]pyrimidine), P(=O)(Cl)(Cl)Cl (phosphorus oxychloride), CN(C1=CC=CC=C1)C (N,N-dimethylaniline). Run at temperature 80 celsius. Yields the product ClC1=CC(=NC=2N1C(=NN2)C)C(=O)OCC (5-chloro-7-ethoxycarbonyl-3-methyl-s-triazolo[4,3-a]pyrimidine). RXN SMILES: [CH2:1]([O:3][C:4]([C:6]1[CH:11]=[C:10](O)[N:9]2[C:13]([CH3:16])=[N:14][N:15]=[C:8]2[N:7]=1)=[O:5])[CH3:2].CN(C)C1C=CC=CC=1.P(Cl)(Cl)([Cl:28])=O>>[Cl:28][C:10]1[N:9]2[C:13]([CH3:16])=[N:14][N:15]=[C:8]2[N:7]=[C:6]([C:4]([O:3][CH2:1][CH3:2])=[O:5])[CH:11]=1. Reported procedure: To a suspension of the product obtained in Step 1 (4.3 g) in 50 ml of phosphorus oxychloride was dropwise added 2.6 g of N,N-dimethylaniline at room temperature. The mixture was heated at 80° C. for one hour, excess phosphorus oxychloride was removed by distillation under reduced pressure, and the remaining reddish brown oil was shaken with 300 ml dichloromethane and 300 ml of water. The pH was adjusted to 7 to 8 with saturated sodium bicarbonate solution, the dichloromethane layer was collected... Reactants: C1(=CC=CC=C1)CCCCCCN1CC2=C(CCC1)C=CO2 (7-(6-phenylhexyl)-5,6,7,8-tetrahydro-4H-furo[2,3-c]azepine), CNC (dimethylamine), C=O (formaldehyde). Run in C(C)(=O)O (acetic acid). Run at temperature 100 celsius, time 30 minute. Yields the product CN(C)CC1=CC2=C(CN(CCC2)CCCCCCC2=CC=CC=C2)O1 (N,N-dimethyl-[7-(6-phenylhexyl)-5,6,7,8-tetrahydro-4H-furo[2,3-c]azepin-2-ylmethyl]amine). RXN SMILES: [C:1]1([CH2:7][CH2:8][CH2:9][CH2:10][CH2:11][CH2:12][N:13]2[CH2:19][CH2:18][CH2:17][C:16]3[CH:20]=[CH:21][O:22][C:15]=3[CH2:14]2)[CH:6]=[CH:5][CH:4]=[CH:3][CH:2]=1.[CH3:23][NH:24][CH3:25].[CH2:26]=O>C(O)(=O)C>[CH3:23][N:24]([CH2:26][C:21]1[O:22][C:15]2[CH2:14][N:13]([CH2:12][CH2:11][CH2:10][CH2:9][CH2:8][CH2:7][C:1]3[CH:6]=[CH:5][CH:4]=[CH:3][CH:2]=3)[CH2:19][CH2:18][CH2:17][C:16]=2[CH:20]=1)[CH3:25]. Procedure details: To a solution of 0.945 g (3.18 mmol) of 7-(6-phenylhexyl)-5,6,7,8-tetrahydro-4H-furo[2,3-c]azepine in 20 ml of acetic acid, 0.34 g (3.8 mmol) of 50% aqueous dimethylamine and 0.31 g (3.8 mmol) of 37% aqueous formaldehyde were added, followed by stirring at 100° C. for 30 minutes. After the solvent was distilled off under reduced pressure, the residual solution was alkalified with aqueous sodium hydroxide and extracted with dichloromethane 3 times. The combined organic layer was dried over anhydr... The reactants are BrC1=CC2=C(C(OC(N2)=O)(C)C)C=C1O (7-bromo-6-hydroxy-4,4-dimethyl-4H-3,1-benzoxazin-2-one), ClC=1C=C(C=CC1Cl)S(=O)CCCCBr (4-(3,4-dichloro-phenylsulfinyl)-butylbromide). The product is BrC1=CC2=C(C(OC(N2)=O)(C)C)C=C1OCCCCS(=O)C1=CC(=C(C=C1)Cl)Cl (7-Bromo-6-[4-(3,4-dichloro-phenylsulfinyl)-butoxy]-4,4-dimethyl-4H-3,1-benzoxazin-2-one). As a reaction SMILES: [Br:1][C:2]1[C:14]([OH:15])=[CH:13][C:5]2[C:6]([CH3:12])([CH3:11])[O:7][C:8](=[O:10])[NH:9][C:4]=2[CH:3]=1.[Cl:16][C:17]1[CH:18]=[C:19]([S:24]([CH2:26][CH2:27][CH2:28][CH2:29]Br)=[O:25])[CH:20]=[CH:21][C:22]=1[Cl:23]>>[Br:1][C:2]1[C:14]([O:15][CH2:29][CH2:28][CH2:27][CH2:26][S:24]([C:19]2[CH:20]=[CH:21][C:22]([Cl:23])=[C:17]([Cl:16])[CH:18]=2)=[O:25])=[CH:13][C:5]2[C:6]([CH3:12])([CH3:11])[O:7][C:8](=[O:10])[NH:9][C:4]=2[CH:3]=1. Procedure: Prepared analogously to Example 4 from 7-bromo-6-hydroxy-4,4-dimethyl-4H-3,1-benzoxazin-2-one and 4-(3,4-dichloro-phenylsulfinyl)-butylbromide. The reactants are O=C1N(C(CC1)=O)OC(CCCCCCC(=O)OC(C)(C)C)=O (Octanedioic acid tert-butyl ester 2,5-dioxo-pyrrolidin-1-yl ester), C(C)(C)(C)OC(=O)NCCOCCOCCNC(CCC(=O)O)=O (N-{2-[2-(2-tert-butoxycarbonylamino-ethoxy)-ethoxy]-ethyl}-succinamic acid). Yields the product C(C)(C)(C)OC(CCCCCCC(NCCOCCOCCNC(CCC(=O)O)=O)=O)=O (7-(2-{2-[2-(3-Carboxy-propionylamino)-ethoxy]-ethoxy}-ethylcarbamoyl)-heptanoic acid tert-butyl ester). Isolated yield 132.2%. Reaction SMILES: O=C1CCC(=O)N1O[C:9](=[O:23])[CH2:10][CH2:11][CH2:12][CH2:13][CH2:14][CH2:15][C:16]([O:18][C:19]([CH3:22])([CH3:21])[CH3:20])=[O:17].C(OC([NH:31][CH2:32][CH2:33][O:34][CH2:35][CH2:36][O:37][CH2:38][CH2:39][NH:40][C:41](=[O:47])[CH2:42][CH2:43][C:44]([OH:46])=[O:45])=O)(C)(C)C>>[C:19]([O:18][C:16](=[O:17])[CH2:15][CH2:14][CH2:13][CH2:12][CH2:11][CH2:10][C:9](=[O:23])[NH:31][CH2:32][CH2:33][O:34][CH2:35][CH2:36][O:37][CH2:38][CH2:39][NH:40][C:41](=[O:47])[CH2:42][CH2:43][C:44]([OH:46])=[O:45])([CH3:20])([CH3:21])[CH3:22]. Reported procedure: Octanedioic acid tert-butyl ester 2,5-dioxo-pyrrolidin-1-yl ester (1.13 g, 3.45 mmol) and N-{2-[2-(2-tert-butoxycarbonylamino-ethoxy)-ethoxy]-ethyl}-succinamic acid (1 g, 2.874 mmol) were reacted as described above. 1.75 g crude product was isolated and used without further purification. LCMS (Method 6): Rt 3.86 min; m/z (M+1) 461; Calcd.: 461. The reactants are C(CCCCCCC)N (octylamine), C(C(=C)CC(=O)O)(=O)O (itaconic acid), C(O)CN (monoethanolamine). The product is C(CCCCCCC)N1CC(CC1=O)C(=O)O (N-octyl-5-oxopyrrolidine-3-carboxylic acid). Isolated yield 125.8%. Reaction SMILES: [CH2:1]([NH2:9])[CH2:2][CH2:3][CH2:4][CH2:5][CH2:6][CH2:7][CH3:8].[C:10]([OH:18])(=[O:17])[C:11]([CH2:13][C:14](O)=[O:15])=[CH2:12].C(CN)O>>[CH2:1]([N:9]1[C:14](=[O:15])[CH2:13][CH:11]([C:10]([OH:18])=[O:17])[CH2:12]1)[CH2:2][CH2:3][CH2:4][CH2:5][CH2:6][CH2:7][CH3:8]. Procedure details: 129 g of octylamine, 130 g of itaconic acid and 61 g of monoethanolamine were used to obtain 303 g of N-octyl-5-oxopyrrolidine-3-carboxylic acid monoethanolammonium salt with